From a dataset of the Open Reaction Database (ORD), a public repository of structured organic reaction records. describe an organic reaction: reactants, conditions, products, and yield The reactants are NC=1C=CC2=C(N=C(S2)OC2=C(C=C(C=C2Cl)NS(=O)(=O)C2=C(C=C(C=C2)C(F)(F)F)Cl)Cl)C1 (N-[4-(5-Amino-benzothiazol-2-yloxy)-3,5-dichloro-phenyl]-2-chloro-4-trifluoromethyl-benzenesulfonamide), CS(=O)(=O)Cl (methanesulfonyl chloride). The product is ClC1=C(C=CC(=C1)C(F)(F)F)S(=O)(=O)NC1=CC(=C(C(=C1)Cl)OC=1SC2=C(N1)C=C(C=C2)NS(=O)(=O)C)Cl (2-Chloro-N-[3,5-dichloro-4-(5-methanesulfonylamino-benzothiazol-2-yloxy)-phenyl]-4-trifluoromethyl-benzenesulfonamide). Reaction SMILES: [NH2:1][C:2]1[CH:3]=[CH:4][C:5]2[S:9][C:8]([O:10][C:11]3[C:16]([Cl:17])=[CH:15][C:14]([NH:18][S:19]([C:22]4[CH:27]=[CH:26][C:25]([C:28]([F:31])([F:30])[F:29])=[CH:24][C:23]=4[Cl:32])(=[O:21])=[O:20])=[CH:13][C:12]=3[Cl:33])=[N:7][C:6]=2[CH:34]=1.[CH3:35][S:36](Cl)(=[O:38])=[O:37]>>[Cl:32][C:23]1[CH:24]=[C:25]([C:28]([F:29])([F:30])[F:31])[CH:26]=[CH:27][C:22]=1[S:19]([NH:18][C:14]1[CH:15]=[C:16]([Cl:17])[C:11]([O:10][C:8]2[S:9][C:5]3[CH:4]=[CH:3][C:2]([NH:1][S:36]([CH3:35])(=[O:38])=[O:37])=[CH:34][C:6]=3[N:7]=2)=[C:12]([Cl:33])[CH:13]=1)(=[O:21])=[O:20]. Procedure details: 2-Chloro-N-[3,5-dichloro-4-(5-methanesulfonylamino-benzothiazol-2-yloxy)-phenyl]-4-trifluoromethyl-benzenesulfonamide was synthesized from N-[4-(5-Amino-benzothiazol-2-yloxy)-3,5-dichloro-phenyl]-2-chloro-4-trifluoromethyl-benzenesulfonamide (456) and methanesulfonyl chloride (Aldrich) in a similar manner as described in Examples 70-91. The reactants are BrC=1C=NC=C(C1)Br (3,5-dibromopyridine), C1(=CC=CC=C1)C (toluene), S1C=C(C=C1)B(O)O (3-thiopheneboronic acid), C([O-])([O-])=O.[Na+].[Na+] (sodium carbonate). Reagents/catalysts: C=1C=CC(=CC1)[P](C=2C=CC=CC2)(C=3C=CC=CC3)[Pd]([P](C=4C=CC=CC4)(C=5C=CC=CC5)C=6C=CC=CC6)([P](C=7C=CC=CC7)(C=8C=CC=CC8)C=9C=CC=CC9)[P](C=1C=CC=CC1)(C=1C=CC=CC1)C=1C=CC=CC1 (tetrakis(triphenylphosphine)palladium). The solvent is O (water), O (water), C(C)O (ethyl alcohol). Run at temperature 75 celsius. Yields the product S1C=C(C=C1)C=1C=C(C=NC1)Br (5-(3-Thienyl)-3-bromopyridine). Yield: 337.1%. Reaction SMILES: Br[C:2]1[CH:3]=[N:4][CH:5]=[C:6]([Br:8])[CH:7]=1.C1(C)C=CC=CC=1.[S:16]1[CH:20]=[CH:19][C:18](B(O)O)=[CH:17]1.C(=O)([O-])[O-].[Na+].[Na+]>O.C1C=CC([P]([Pd]([P](C2C=CC=CC=2)(C2C=CC=CC=2)C2C=CC=CC=2)([P](C2C=CC=CC=2)(C2C=CC=CC=2)C2C=CC=CC=2)[P](C2C=CC=CC=2)(C2C=CC=CC=2)C2C=CC=CC=2)(C2C=CC=CC=2)C2C=CC=CC=2)=CC=1.C(O)C>[S:16]1[CH:20]=[CH:19][C:18]([C:2]2[CH:7]=[C:6]([Br:8])[CH:5]=[N:4][CH:3]=2)=[CH:17]1 |f:3.4.5,^1:34,36,55,74|. Reported procedure: Under a nitrogen atmosphere, a mixture of 3,5-dibromopyridine (5 g, 21 mmol), distilled water (35 mL), toluene (140 mL), ethyl alcohol (35 mL), 3-thiopheneboronic acid (2.8 g, 22 mmol), sodium carbonate (4.67 g, 44.1 mmol) and tetrakis(triphenylphosphine)palladium (1.22 g, 1.05 mmol) were stirred. This black suspension was heated at 75° C. for 20 h. After cooling to room temperature, the mixture was diluted with distilled water (200 mL) and extracted with ethyl acetate (2×200 mL, then 100 mL). T... Starting materials: ClC1=NC=NC=2CC(CCC12)C=O (4-chloro-5,6,7,8-tetrahydroquinazoline-7-carbaldehyde), C[Mg+].[Br-] (MeMgBr). Solvent: C1CCOC1 (THF). Conditions: time 30 minute. The product is ClC1=NC=NC=2CC(CCC12)C(C)O (1-(4-chloro-5,6,7,8-tetrahydroquinazolin-7-yl)ethanol). Isolated yield 83.0%. Reaction SMILES: [Cl:1][C:2]1[C:11]2[CH2:10][CH2:9][CH:8]([CH:12]=[O:13])[CH2:7][C:6]=2[N:5]=[CH:4][N:3]=1.[CH3:14][Mg+].[Br-]>C1COCC1>[Cl:1][C:2]1[C:11]2[CH2:10][CH2:9][CH:8]([CH:12]([OH:13])[CH3:14])[CH2:7][C:6]=2[N:5]=[CH:4][N:3]=1 |f:1.2|. Reported procedure: To a cooled (0° C.) solution of 4-chloro-5,6,7,8-tetrahydroquinazoline-7-carbaldehyde (0.10 g, 0.51 mmol) in THF (5 mL) was added a solution of MeMgBr (3.0 M in ethyl ether, 0.40 mL, 1.2 mmol). The resulting mixture was stirred at ambient temperature for 30 minutes and then partitioned between ethyl acetate and saturated sodium bicarbonate. The organic layer was washed with brine, dried over magnesium sulfate, filtered and concentrated in vacuo. Purification by silica gel chromatography provided... Reactants: C(C1=CC=CC=C1)N1CCC(CC1)NN (1-benzyl-4-hydrazinopiperidine), C1(=CC=CC=C1)C(C(=O)OCC)C(=O)C (ethyl 2-phenylacetoacetate). The product is C(C1=CC=CC=C1)N1CCC(CC1)N1NC(=C(C1=O)C1=CC=CC=C1)C (1-benzyl-4-(5-methyl-4-phenyl-1H-pyrazol-3(2H)-on-2-yl)-piperidine). Yield: 77.7%. RXN SMILES: [CH2:1]([N:8]1[CH2:13][CH2:12][CH:11]([NH:14][NH2:15])[CH2:10][CH2:9]1)[C:2]1[CH:7]=[CH:6][CH:5]=[CH:4][CH:3]=1.[C:16]1([CH:22]([C:28]([CH3:30])=O)[C:23](OCC)=[O:24])[CH:21]=[CH:20][CH:19]=[CH:18][CH:17]=1>>[CH2:1]([N:8]1[CH2:9][CH2:10][CH:11]([N:14]2[C:23](=[O:24])[C:22]([C:16]3[CH:21]=[CH:20][CH:19]=[CH:18][CH:17]=3)=[C:28]([CH3:30])[NH:15]2)[CH2:12][CH2:13]1)[C:2]1[CH:3]=[CH:4][CH:5]=[CH:6][CH:7]=1. Procedure: When 1.4 g of 1-benzyl-4-hydrazinopiperidine and 2.0 g of ethyl 2-phenylacetoacetate were used in the procedure of Example 124, Step A, there was obtained 1.84 g of 1-benzyl-4-(5-methyl-4-phenyl-1H-pyrazol-3(2H)-on-2-yl)-piperidine. ESI-MS 348.2 (M+H); HPLC A: 1.95 min.